Dataset: the Open Reaction Database (ORD), a public repository of structured organic reaction records. Task: describe an organic reaction: reactants, conditions, products, and yield Starting materials: S1C(=CC=C1)C(=O)NCC(=O)O (N-(2-thienylcarbonyl)glycine), COC1=NC=CC(=C1)C=O (2-methoxy-4-pyridinecarboxaldehyde), C(C)(=O)[O-].[Na+] (sodium acetate), C(C)(=O)OC(C)=O (acetic anhydride). The solvent is O (water). Conditions: temperature 90 celsius, time 3 hour. Product: COC1=NC=CC(=C1)C=C1N=C(OC1=O)C=1SC=CC1 (4-((2-Methoxy-4-pyridinyl)methylene)-2-(2-thienyl)-5(4H)-oxazolone). Yield: 81.5%. As a reaction SMILES: [S:1]1[CH:5]=[CH:4][CH:3]=[C:2]1[C:6]([NH:8][CH2:9][C:10]([OH:12])=[O:11])=O.[CH3:13][O:14][C:15]1[CH:20]=[C:19]([CH:21]=O)[CH:18]=[CH:17][N:16]=1.C([O-])(=O)C.[Na+].C(OC(=O)C)(=O)C>O>[CH3:13][O:14][C:15]1[CH:20]=[C:19]([CH:21]=[C:9]2[C:10](=[O:11])[O:12][C:6]([C:2]3[S:1][CH:5]=[CH:4][CH:3]=3)=[N:8]2)[CH:18]=[CH:17][N:16]=1 |f:2.3|. Procedure: A mixture of N-(2-thienylcarbonyl)glycine (454 mg, 2.45 mmol), 2-methoxy-4-pyridinecarboxaldehyde (370 mg, 2.7 mmol), sodium acetate (201 mg, 2.45 mmol) and acetic anhydride (3.0 mL) was stirred at 90° C. for 3 hours in a sealed tube. Thereafter, the temperature of the reaction solution was returned to room temperature, and water (15 mL) was then added thereto. The obtained mixture was stirred at the same temperature as described above for 1 hour. Thereafter, the precipitated crystal was collect...